describe an organic reaction: reactants, conditions, products, and yield From a dataset of the Open Reaction Database (ORD), a public repository of structured organic reaction records. Reactants: C(CCC)P(CCCC)CCCC (tributylphosphine), N(=NC(=O)OC(C)C)C(=O)OC(C)C (diisopropyl azodicarboxylate), ClC1=NC=CC(=C1)CO ((2-chloropyridin-4-yl)methanol), C1(=CC=CC=C1)O (phenol). Solvent: O1CCCC1 (tetrahydrofuran), O1CCCC1 (tetrahydrofuran). Conditions: temperature 0 celsius, time 10 minute. Product: ClC1=NC=CC(=C1)COC1=CC=CC=C1 (2-chloro-4-(phenoxymethyl)pyridine). Yield: 61.0%. As a reaction SMILES: C(P(CCCC)CCCC)CCC.N(C(OC(C)C)=O)=NC(OC(C)C)=O.[Cl:28][C:29]1[CH:34]=[C:33]([CH2:35][OH:36])[CH:32]=[CH:31][N:30]=1.[C:37]1(O)[CH:42]=[CH:41][CH:40]=[CH:39][CH:38]=1>O1CCCC1>[Cl:28][C:29]1[CH:34]=[C:33]([CH2:35][O:36][C:37]2[CH:42]=[CH:41][CH:40]=[CH:39][CH:38]=2)[CH:32]=[CH:31][N:30]=1. Reported procedure: To a solution of tributylphosphine (4.57 g, 22.63 mmol) in anhydrous tetrahydrofuran (20 mL) was added diisopropyl azodicarboxylate (4.57 g, 22.63 mmol) at 0° C. The reaction mixture was stirred for 10 minutes at 0° C., then added to a solution of (2-chloropyridin-4-yl)methanol and phenol in anhydrous tetrahydrofuran (50 mL) at 0° C. The reaction mixture was stirred at 0° C. for 20 minutes then at ambient temperature for 16 hours. The reaction was quenched with saturated ammonium chloride soluti...